This data is from the Open Reaction Database (ORD), a public repository of structured organic reaction records. The task is: describe an organic reaction: reactants, conditions, products, and yield Run in C(Cl)Cl (CH2Cl2). Yield: 106.1%. Product: C(C)(C)(C)OC(=O)NCC(=O)OC(COC1=C(C=C(C=C1)N1C=NC2=C(C1=O)SC(=C2)C2=CC=C(C=C2)Cl)CC)(C)C (1-(4-(6-(4-Chlorophenyl)-4-oxothieno[3,2-d]pyrimidin-3(4H)-yl)-2-ethylphenoxy)-2-methylpropan-2-yl 2-(tert-butoxycarbonylamino)acetate). Reactants: C(C)(C)N=C=NC(C)C (diisopropylcarbodiimide), ClC1=CC=C(C=C1)C1=CC=2N=CN(C(C2S1)=O)C1=CC(=C(C=C1)OCC(C)(C)O)CC (6-(4-chlorophenyl)-3-(3-ethyl-4-(2-hydroxy-2-methylpropoxy)-phenyl)thieno[3,2-d]pyrimidin-4(3H)-one), N1(CCCC1)C1=CC=NC=C1 (4-pyrrolidinopyridine), C(C)(C)(C)OC(=O)NCC(=O)O (N-(tert-butoxycarbonyl)glycine), C(C)(C)(C)OC(=O)NCC(=O)O (N-(tert-butoxycarbonyl)glycine), O.NN (Hydrazine monohydrate), C(C)(C)N=C=NC(C)C (diisopropylcarbodiimide). RXN SMILES: [Cl:1][C:2]1[CH:7]=[CH:6][C:5]([C:8]2[S:16][C:15]3[C:14](=[O:17])[N:13]([C:18]4[CH:23]=[CH:22][C:21]([O:24][CH2:25][C:26]([OH:29])([CH3:28])[CH3:27])=[C:20]([CH2:30][CH3:31])[CH:19]=4)[CH:12]=[N:11][C:10]=3[CH:9]=2)=[CH:4][CH:3]=1.N1(C2C=CN=CC=2)CCCC1.[C:43]([O:47][C:48]([NH:50][CH2:51][C:52](O)=[O:53])=[O:49])([CH3:46])([CH3:45])[CH3:44].C(N=C=NC(C)C)(C)C.O.NN>C(Cl)Cl>[C:43]([O:47][C:48]([NH:50][CH2:51][C:52]([O:29][C:26]([CH3:27])([CH3:28])[CH2:25][O:24][C:21]1[CH:22]=[CH:23][C:18]([N:13]2[C:14](=[O:17])[C:15]3[S:16][C:8]([C:5]4[CH:4]=[CH:3][C:2]([Cl:1])=[CH:7][CH:6]=4)=[CH:9][C:10]=3[N:11]=[CH:12]2)=[CH:19][C:20]=1[CH2:30][CH3:31])=[O:53])=[O:49])([CH3:46])([CH3:45])[CH3:44] |f:4.5|. Run at time 2 hour. Procedure: To a solution of 6-(4-chlorophenyl)-3-(3-ethyl-4-(2-hydroxy-2-methylpropoxy)-phenyl)thieno[3,2-d]pyrimidin-4(3H)-one (0.96 g, 2.11 mmol), 4-pyrrolidinopyridine (0.31 g, 2.11 mmol) and N-(tert-butoxycarbonyl)glycine (1.11 g, 6.33 mmol) in 20 mL of CH2Cl2 heated at reflux was added diisopropylcarbodiimide (0.98 mL; 6.33 mmol) over 3 h via syringe pump. The suspension was heated at reflux for 1 h and additional N-(tert-butoxycarbonyl)glycine (0.55 g, 3.17 mmol) was added followed by diisopropylcarb... The reactants are BrC=1N(C2=NC(=NC(=C2N1)N)OCC(CCC)(C)C)C1OCCCC1 (8-bromo-2-[(2,2-dimethylpentyl)oxy]-9-(tetrahydro-2H-pyran-2-yl)-9H-purin-6-amine), C[O-].[Na+] (sodium methoxide). Solvent: [Cl-].[NH4+] (ammonium chloride), CO (MeOH). The product is CC(COC1=NC(=C2N=C(N(C2=N1)C1OCCCC1)OC)N)(CCC)C (2-[(2,2-Dimethylpentyl)oxy]-8-methoxy-9-(tetrahydro-2H-pyran-2-yl)-9H-Purin-6-amine). As a reaction SMILES: Br[C:2]1[N:3]([CH:20]2[CH2:25][CH2:24][CH2:23][CH2:22][O:21]2)[C:4]2[C:9]([N:10]=1)=[C:8]([NH2:11])[N:7]=[C:6]([O:12][CH2:13][C:14]([CH3:19])([CH3:18])[CH2:15][CH2:16][CH3:17])[N:5]=2.[CH3:26][O-:27].[Na+]>CO.[Cl-].[NH4+]>[CH3:18][C:14]([CH3:19])([CH2:15][CH2:16][CH3:17])[CH2:13][O:12][C:6]1[N:5]=[C:4]2[C:9]([N:10]=[C:2]([O:27][CH3:26])[N:3]2[CH:20]2[CH2:25][CH2:24][CH2:23][CH2:22][O:21]2)=[C:8]([NH2:11])[N:7]=1 |f:1.2,4.5|. Reported procedure: To a solution of 8-bromo-2-[(2,2-dimethylpentyl)oxy]-9-(tetrahydro-2H-pyran-2-yl)-9H-purin-6-amine (475 mg) in dry MeOH (3.92 mL) was added sodium methoxide solution (0.649 mL, 30% wt. in MeOH). The reaction mixture was stirred at reflux for 5 h. The reaction was cooled and concentrated in vacuo to give an orange residue. The residue was taken up in saturated ammonium chloride solution (25 mL) and was extracted with EtOAc (25 mL). The organic layer was separated and washed with water (15 mL). Th... Starting materials: CO (methanol), C(C1=CC=CC=C1)OC1=C(C(=O)NC2=C(C(=O)OC(C)(C)C)C=CC(=C2)C2=CC=CC=C2)C=CC(=C1)N(C)CCN(C)C (tert-butyl 2-(2-(benzyloxy)-4-((2-(dimethylamino)ethyl)(methyl)amino)benzamido)-4-phenylbenzoate), CO (Methanol). The reagents and catalysts are [C].[Pd] (palladium-carbon). The solvent is C(Cl)(Cl)Cl (chloroform). Run at time 45 minute. The product is CN(CCN(C1=CC(=C(C(=O)NC2=C(C(=O)OC(C)(C)C)C=CC(=C2)C2=CC=CC=C2)C=C1)O)C)C (tert-butyl 2-(4-((2-(dimethylamino)ethyl)(methyl)amino)-2-hydroxybenzamido)-4-phenylbenzoate). Yield: 75.0%. RXN SMILES: CO.C([O:10][C:11]1[CH:38]=[C:37]([N:39]([CH2:41][CH2:42][N:43]([CH3:45])[CH3:44])[CH3:40])[CH:36]=[CH:35][C:12]=1[C:13]([NH:15][C:16]1[CH:28]=[C:27]([C:29]2[CH:34]=[CH:33][CH:32]=[CH:31][CH:30]=2)[CH:26]=[CH:25][C:17]=1[C:18]([O:20][C:21]([CH3:24])([CH3:23])[CH3:22])=[O:19])=[O:14])C1C=CC=CC=1>[C].[Pd].C(Cl)(Cl)Cl>[CH3:45][N:43]([CH3:44])[CH2:42][CH2:41][N:39]([CH3:40])[C:37]1[CH:36]=[CH:35][C:12]([C:13]([NH:15][C:16]2[CH:28]=[C:27]([C:29]3[CH:34]=[CH:33][CH:32]=[CH:31][CH:30]=3)[CH:26]=[CH:25][C:17]=2[C:18]([O:20][C:21]([CH3:24])([CH3:23])[CH3:22])=[O:19])=[O:14])=[C:11]([OH:10])[CH:38]=1 |f:2.3|. Reported procedure: To a methanol (3.0 mL) solution of the obtained tert-butyl 2-(2-(benzyloxy)-4-((2-(dimethylamino)ethyl)(methyl)amino)benzamido)-4-phenylbenzoate (0.071 g), 10% palladium-carbon (0.035 g) was added, followed by stirring under a hydrogen atmosphere at room temperature for 1 hour and 45 minutes. Methanol (2.0 mL) and chloroform (1.0 mL) were added to the reaction mixture, followed by stirring under a hydrogen atmosphere at room temperature for 2 hours. The insoluble substance was removed by filtrat... Reactants: C(C)N(C1=C(C=CC(=C1)OC)[C@H]1CC=2C=CC(=CC2CC1)OC(C(C)(C)C)=O)C(C1=CC=C(C=C1)O)=O (pivalic acid (R)-6-{2-[ethyl(4-hydroxybenzoyl)amino]-4-methoxyphenyl}-5,6,7,8-tetrahydronaphthalen-2-yl ester), N1(CCC1)C(CCl)=O (1-azetidin-1-yl-2-chloroethanone). The product is N1(CCC1)CCOC1=CC=C(CCCNC2=C(C=CC(=C2)OC)[C@H]2CC=3C=CC(=CC3CC2)O)C=C1 ((R)-6-{2-{[4-(2-Azetidin-1-ylethoxy)benzyl]ethylamino}-4-methoxyphenyl}-5,6,7,8-tetrahydronaphthalen-2-ol). Isolated yield 59.8%. Reaction SMILES: C([N:3](C(=O)C1C=CC(O)=CC=1)[C:4]1[CH:9]=[C:8]([O:10][CH3:11])[CH:7]=[CH:6][C:5]=1[C@@H:12]1[CH2:21][CH2:20][C:19]2[CH:18]=[C:17]([O:22]C(=O)C(C)(C)C)[CH:16]=[CH:15][C:14]=2[CH2:13]1)C.[N:38]1([C:42](=O)[CH2:43]Cl)[CH2:41][CH2:40][CH2:39]1>>[N:38]1([CH2:42][CH2:43][O:10][C:8]2[CH:9]=[CH:4][C:5]([CH2:12][CH2:13][CH2:14][NH:3][C:4]3[CH:9]=[C:8]([O:10][CH3:11])[CH:7]=[CH:6][C:5]=3[C@@H:12]3[CH2:21][CH2:20][C:19]4[CH:18]=[C:17]([OH:22])[CH:16]=[CH:15][C:14]=4[CH2:13]3)=[CH:6][CH:7]=2)[CH2:41][CH2:40][CH2:39]1. Procedure: Synthesized from pivalic acid (R)-6-{2-[ethyl(4-hydroxybenzoyl)amino]-4-methoxyphenyl}-5,6,7,8-tetrahydronaphthalen-2-yl ester (20 mg) and 1-azetidin-1-yl-2-chloroethanone (11 mg) according to an analogous synthetic method to Example 404 and purified by LC-MS, the title compound (5.8 mg) was obtained. Reactants: C1CCCC2=CC=CC=C12 (tetralin), O1C(C)C1CCCCC (2,3-epoxyoctane), C\C=C/CCCCC (cis-2-octene), C1CCCC2=CC=CC=C12 (tetralin), ON1C(C=2C(C1=O)=CC=CC2)=O (N-hydroxyphthalimide), 4A, CC=CCCCCC (2-octene). Reagents/catalysts: [C-]#[O+].[C-]#[O+].[C-]#[O+].[C-]#[O+].[C-]#[O+].[C-]#[O+].[Mo] (molybdenum hexacarbonyl), C(C)(=O)[O-].[Co+2].C(C)(=O)[O-] (cobalt (II) acetate). The solvent is C(C1=CC=CC=C1)#N (benzonitrile). Reaction conditions: temperature 50 celsius, time 14 hour. Yields the product C1CC(C2=CC=CC=C2C1)O (α-tetralol), C1CC2=CC=CC=C2C(=O)C1 (α-tetralone). Isolated yield 46.0%. Reaction SMILES: [CH3:1]/[CH:2]=C\CCCCC.[CH2:9]1[C:18]2[C:13](=[CH:14][CH:15]=[CH:16][CH:17]=2)[CH2:12][CH2:11][CH2:10]1.[OH:19]N1[C:24](=O)[C:23]2=[CH:26][CH:27]=[CH:28][CH:29]=[C:22]2[C:21]1=[O:30].CC=CCCCCC.O1C(CCCCC)C1C>[C-]#[O+].[C-]#[O+].[C-]#[O+].[C-]#[O+].[C-]#[O+].[C-]#[O+].[Mo].C([O-])(=O)C.[Co+2].C([O-])(=O)C.C(#N)C1C=CC=CC=1>[CH2:16]1[CH2:17][C:18]2[C:13](=[CH:12][CH:11]=[CH:10][CH:9]=2)[CH:14]([OH:19])[CH2:15]1.[CH2:1]1[CH2:2][C:21](=[O:30])[C:22]2[C:23](=[CH:26][CH:27]=[CH:28][CH:29]=2)[CH2:24]1 |f:5.6.7.8.9.10.11,12.13.14|. Reported procedure: A mixture of 4 mmol of cis-2-octene, 20 mmol of tetralin, 0.4 mmol of N-hydroxyphthalimide, 0.2 mmol of molybdenum hexacarbonyl, 0.004 mmol of cobalt (II) acetate, 200 mg of Molecular Sieve 4A, and 2 ml of benzonitrile was stirred at 50° C. under an oxygen atmosphere (1 atm) for 14 hours. Gas chromatographic analysis of products in a reaction mixture revealed that 2-octene was converted, at a rate of 83%, into 2,3-epoxyoctane (cis/trans=98.5/1.5) in yield of 72%, and that tetralin was converted,... Reactants: C(#N)C1=CC=C(CNC(C(OCC)C2=C(C=C(C=C2F)C2=C(C=CC=C2)O)F)=O)C=C1 ((RS)-N-(4-cyano-benzyl)-2-(3,5-difluoro-2′-hydroxy-biphenyl-4-yl)-2-ethoxy-acetamide), Cl.ClCCN(C)C (1-chloro-2-dimethylaminoethane hydrochloride), C([O-])([O-])=O.[Cs+].[Cs+] (cesium carbonate). Run in CN(C)C=O (DMF). Product: C(#N)C1=CC=C(CNC(C(OCC)C2=C(C=C(C=C2F)C2=C(C=CC=C2)OCCN(C)C)F)=O)C=C1 ((RS)-N-(4-cyano-benzyl)-2-[2′-(2-dimethylamino-ethoxy)-3,5-difluoro-biphenyl-4-yl]-2-ethoxy-acetamide). Reaction SMILES: [C:1]([C:3]1[CH:31]=[CH:30][C:6]([CH2:7][NH:8][C:9](=[O:29])[CH:10]([C:14]2[C:19]([F:20])=[CH:18][C:17]([C:21]3[CH:26]=[CH:25][CH:24]=[CH:23][C:22]=3[OH:27])=[CH:16][C:15]=2[F:28])[O:11][CH2:12][CH3:13])=[CH:5][CH:4]=1)#[N:2].Cl.Cl[CH2:34][CH2:35][N:36]([CH3:38])[CH3:37].C(=O)([O-])[O-].[Cs+].[Cs+]>CN(C=O)C>[C:1]([C:3]1[CH:4]=[CH:5][C:6]([CH2:7][NH:8][C:9](=[O:29])[CH:10]([C:14]2[C:15]([F:28])=[CH:16][C:17]([C:21]3[CH:26]=[CH:25][CH:24]=[CH:23][C:22]=3[O:27][CH2:34][CH2:35][N:36]([CH3:38])[CH3:37])=[CH:18][C:19]=2[F:20])[O:11][CH2:12][CH3:13])=[CH:30][CH:31]=1)#[N:2] |f:1.2,3.4.5|. Procedure details: In analogy to example 16.4, (RS)-N-(4-cyano-benzyl)-2-(3,5-difluoro-2′-hydroxy-biphenyl-4-yl)-2-ethoxy-acetamide (example 256.1) was alkylated with 1-chloro-2-dimethylaminoethane hydrochloride and cesium carbonate in DMF to give (RS)-N-(4-cyano-benzyl)-2-[2′-(2-dimethylamino-ethoxy)-3,5-difluoro-biphenyl-4-yl]-2-ethoxy-acetamide. Colorless solid. MS 494.1 ([M+H]+)